describe an organic reaction: reactants, conditions, products, and yield From a dataset of the Open Reaction Database (ORD), a public repository of structured organic reaction records. Starting materials: [P] (phosphorus), zeolite, P(=O)([O-])([O-])[O-] (phosphate), [P] (phosphorus), [P] (phosphorus), zeolite, [P] (phosphorus), oxide, zeolite, P(=O)([O-])([O-])[O-].[Al+3] (aluminum phosphate), ethers, alkenes, C2 to C12 alkanes, P(=O)([O-])([O-])[O-] (phosphate), [P] (Phosphorous), [P] (phosphorus), kaolin, [P] (phosphorous), P(=O)([O-])([O-])[O-] (phosphate), zeolite, zeolite, [P] (phosphorus), P(=O)([O-])([O-])[O-].[Al+3] (aluminum phosphate), zeolite, P(=O)([O-])([O-])[O-] (phosphate), P(=O)([O-])([O-])[O-].[Al+3] (aluminum phosphate), [P] (phosphorus), P(=O)([O-])([O-])[O-].[Al+3] (aluminum phosphate), zeolite, P(O)(O)(O)=O (phosphoric acid), [P] (phosphorus). Reagents/catalysts: zeolite. Solvent: CO (methanol). The product is P(=O)([O-])([O-])[O-].[Al+3] (aluminum phosphate), P(O)(O)(O)=O (phosphoric acid), [Al] (aluminum). Reaction SMILES: [P].[P:2]([O-:6])([O-:5])([O-:4])=[O:3].[P:7]([O-:11])([O-:10])([O-:9])=[O:8].[Al+3:12].P(=O)(O)(O)O>CO>[P:2]([O-:6])([O-:5])([O-:4])=[O:3].[Al+3:12].[P:7](=[O:8])([OH:11])([OH:10])[OH:9].[Al:12] |f:2.3,6.7|. Procedure: Phosphorous stabilization is well known in the art, and more details of the technique are given in the following patents. U.S. Pat. No. 3,911,041, which is incorporated by reference, teaches conversion of methanol and ethers over phosphorous stabilized zeolites. U.S. Pat. No. 3,972,832, which is incorporated by reference, teaches and claims a composition of matter of a phosphorus containing, shape selective zeolite having at least 0.78 wt % phosphorus incorporated with the crystal structure. U.S... Starting materials: N1(C=CC=C1)C1=C(N)C=CC=C1 (2-(1-pyrrolyl)aniline), solution, C(=O)(Cl)Cl (phosgene). The solvent is C1(=CC=CC=C1)C (toluene), C1(=CC=CC=C1)C (toluene). The product is O=C1C=2N(C3=CC=CC=C3N1)C=CC2 (4,5-dihydro-4-oxopyrrolo[1,2-a]quinoxaline). As a reaction SMILES: [N:1]1([C:6]2[CH:12]=[CH:11][CH:10]=[CH:9][C:7]=2[NH2:8])[CH:5]=[CH:4][CH:3]=[CH:2]1.[C:13](Cl)(Cl)=[O:14]>C1(C)C=CC=CC=1>[O:14]=[C:13]1[NH:8][C:7]2[C:6](=[CH:12][CH:11]=[CH:10][CH:9]=2)[N:1]2[CH:2]=[CH:3][CH:4]=[C:5]12. Reported procedure: 15 g (0.095 mol) of 2-(1-pyrrolyl)aniline is brought to reflux for 1 h 30 min, in 200 cm3 of toluene, in the presence of 50 cm3 of a 20% solution of phosgene in toluene. After cooling, the precipitate formed is filtered off, washed with ethyl ether, dried and recrystallized from acetonitrile (white powder sublimed at 270° C.). Reactants: C1(=CC=CC=2CC=CCC12)OCC(CN1CCCC1)O (1-(5,8-dihydro-1-naphthyloxy)-3-(pyrrolidino)-2-propanol), ice water, fused acetate, C(C)(=O)OC(C)=O (acetic anhydride). Conditions: time 1 hour. The product is C(C)(=O)OC(COC1=CC=CC=2CC=CCC12)CN1CCCC1 (1-(5,8-Dihydro-1-naphthyloxy)-3-(pyrrolidino)-2-propyl acetate). RXN SMILES: [C:1]1([O:11][CH2:12][CH:13]([OH:20])[CH2:14][N:15]2[CH2:19][CH2:18][CH2:17][CH2:16]2)[C:10]2[CH2:9][CH:8]=[CH:7][CH2:6][C:5]=2[CH:4]=[CH:3][CH:2]=1.[C:21](OC(=O)C)(=[O:23])[CH3:22]>>[C:21]([O:20][CH:13]([CH2:14][N:15]1[CH2:16][CH2:17][CH2:18][CH2:19]1)[CH2:12][O:11][C:1]1[C:10]2[CH2:9][CH:8]=[CH:7][CH2:6][C:5]=2[CH:4]=[CH:3][CH:2]=1)(=[O:23])[CH3:22]. Reported procedure: A mixture of 3 g. of 1-(5,8-dihydro-1-naphthyloxy)-3-(pyrrolidino)-2-propanol, 1.5 g. of fused acetate and 15 ml. of acetic anhydride is heated on a steam bath with occasional shaking for one hour. At the end of this time, the warm solution is poured with vigorous stirring into 100 ml. of ice water. The mixture is stirred for 10-15 minutes and the crystals of 1-(5,8-dihydro-1-naphthyloxy)-3-(pyrrolidino)-2-propyl acetate are collected, washed thoroughly with water, and purified by crystallizatio...